From a dataset of the Open Reaction Database (ORD), a public repository of structured organic reaction records. describe an organic reaction: reactants, conditions, products, and yield Reactants: [H-].[Al+3].[Li+].[H-].[H-].[H-] (lithium aluminium hydride), COC1=C(C=C(C=C1)C)C(CC(=O)O)C1=CC=CC=C1 (3-(2-Methoxy-5-methylphenyl)-3-phenylpropionic acid), S(=O)(Cl)Cl (thionyl chloride), C(C)(C)NC(C)C (diisopropylamine). The solvent is CCOCC (ether), ClCCl (dichloromethane). Conditions: time 2 hour. The product is C(C)(C)N(C(C)C)CCC(C1=CC=CC=C1)C1=C(C=CC(=C1)C)OC (N,N-Diisopropyl-3- (2-methoxy-5-methylphenyl)-3-phenylpropylamine). As a reaction SMILES: [CH3:1][O:2][C:3]1[CH:8]=[CH:7][C:6]([CH3:9])=[CH:5][C:4]=1[CH:10]([C:15]1[CH:20]=[CH:19][CH:18]=[CH:17][CH:16]=1)[CH2:11][C:12](O)=O.S(Cl)(Cl)=O.[CH:25]([NH:28][CH:29]([CH3:31])[CH3:30])([CH3:27])[CH3:26].[H-].[Al+3].[Li+].[H-].[H-].[H-]>ClCCl.CCOCC>[CH:25]([N:28]([CH2:12][CH2:11][CH:10]([C:4]1[CH:5]=[C:6]([CH3:9])[CH:7]=[CH:8][C:3]=1[O:2][CH3:1])[C:15]1[CH:20]=[CH:19][CH:18]=[CH:17][CH:16]=1)[CH:29]([CH3:31])[CH3:30])([CH3:27])[CH3:26] |f:3.4.5.6.7.8|. Procedure details: 3-(2-Methoxy-5-methylphenyl)-3-phenylpropionic acid (12.8 g, 0.05 mol) (J. D. Simpson & H. Stehphen, J. Chem. Soc. 1956 1382) and thionyl chloride (50 ml) are heated on a water bath for 3 h. The excess of thionyl chloride is distilled off under reduced pressure. The remaining crude 3-(2-methoxy-5-methylphenyl)3-phenylpropionyl chloride is dissolved in 50 ml of dichloromethane and added dropwise to a stirred solution of diisopropylamine (20.2 g, 0.20 mol) in 200 ml of dichloromethane at about 0° ... Reactants: NC1=NC(=CC(=N1)N1CCC2(C[C@H](NC2)C(=O)O)CC1)O[C@@H](C(F)(F)F)C1=C(C=CC(=C1)C(=O)OCC)N1N=C(C=C1)C ((S)-8-(2-Amino-6-((R)-1-(5-(ethoxycarbonyl)-2-(3-methyl-1H-pyrazol-1-yl)phenyl)-2,2,2-trifluoroethoxy)pyrimidin-4-yl)-2,8-diazaspiro[4.5]decane-3-carboxylic acid), [Li+].[OH-] (LiOH). The product is NC1=NC(=CC(=N1)N1CCC2(C[C@H](NC2)C(=O)O)CC1)O[C@@H](C(F)(F)F)C1=C(C=CC(=C1)C(=O)O)N1N=C(C=C1)C ((S)-8-(2-Amino-6-((R)-1-(5-carboxy-2-(3-methyl-1H-pyrazol-1-yl)phenyl)-2,2,2-trifluoroethoxy)pyrimidin-4-yl)-2,8-diazaspiro[4.5]decane-3-carboxylic acid). As a reaction SMILES: [NH2:1][C:2]1[N:7]=[C:6]([N:8]2[CH2:20][CH2:19][C:11]3([CH2:15][NH:14][C@H:13]([C:16]([OH:18])=[O:17])[CH2:12]3)[CH2:10][CH2:9]2)[CH:5]=[C:4]([O:21][C@H:22]([C:27]2[CH:32]=[C:31]([C:33]([O:35]CC)=[O:34])[CH:30]=[CH:29][C:28]=2[N:38]2[CH:42]=[CH:41][C:40]([CH3:43])=[N:39]2)[C:23]([F:26])([F:25])[F:24])[N:3]=1.[Li+].[OH-]>>[NH2:1][C:2]1[N:7]=[C:6]([N:8]2[CH2:20][CH2:19][C:11]3([CH2:15][NH:14][C@H:13]([C:16]([OH:18])=[O:17])[CH2:12]3)[CH2:10][CH2:9]2)[CH:5]=[C:4]([O:21][C@H:22]([C:27]2[CH:32]=[C:31]([C:33]([OH:35])=[O:34])[CH:30]=[CH:29][C:28]=2[N:38]2[CH:42]=[CH:41][C:40]([CH3:43])=[N:39]2)[C:23]([F:26])([F:25])[F:24])[N:3]=1 |f:1.2|. Procedure details: Hydrolysis of (S)-8-(2-amino-6-((R)-1-(5-(ethoxycarbonyl)-2-(3-methyl-1H-pyrazol-1-yl)phenyl)-2,2,2-trifluoroethoxy)pyrimidin-4-yl)-2,8-diazaspiro[4.5]decane-3-carboxylic acid (Example 23) using the LiOH general method provides the title compound as a white solid. The reactants are CC(C)(C)[Si](OC[C@H](COCC1=CC=CC=C1)N1C2=C(NCC1=O)C=CC(=N2)OC)(C)C (4-((1S)-2-{[(1,1-dimethylethyl)(dimethyl)silyl]oxy}-1-{[(phenylmethyl)oxy]methyl}ethyl)-6-(methyloxy)-1,4-dihydropyrido[2,3-b]pyrazin-3(2H)-one). Reagents/catalysts: [OH-].[OH-].[Pd+2] (Pearlman's catalyst), [Pd] (Pd/C). Solvent: CCO (EtOH). Conditions: temperature 50 celsius, time 3.5 hour. Yields the product CC(C)(C)[Si](OC[C@H](CO)N1C2=C(NCC1=O)C=CC(=N2)OC)(C)C (4-[(1S)-2-{[(1,1-dimethylethyl)(dimethyl)silyl]oxy}-1-(hydroxymethyl)ethyl]-6-(methyloxy)-1,4-dihydropyrido[2,3-b]pyrazin-3(2H)-one). The yield is 95.1%. As a reaction SMILES: [CH3:1][C:2]([Si:5]([CH3:32])([CH3:31])[O:6][CH2:7][C@@H:8]([N:18]1[C:23](=[O:24])[CH2:22][NH:21][C:20]2[CH:25]=[CH:26][C:27]([O:29][CH3:30])=[N:28][C:19]1=2)[CH2:9][O:10]CC1C=CC=CC=1)([CH3:4])[CH3:3]>[OH-].[OH-].[Pd+2].CCO.[Pd]>[CH3:4][C:2]([Si:5]([CH3:31])([CH3:32])[O:6][CH2:7][C@@H:8]([N:18]1[C:23](=[O:24])[CH2:22][NH:21][C:20]2[CH:25]=[CH:26][C:27]([O:29][CH3:30])=[N:28][C:19]1=2)[CH2:9][OH:10])([CH3:1])[CH3:3] |f:1.2.3|. Reported procedure: A mixture of 4-((1S)-2-{[(1,1-dimethylethyl)(dimethyl)silyl]oxy}-1-{[(phenylmethyl)oxy]methyl}ethyl)-6-(methyloxy)-1,4-dihydropyrido[2,3-b]pyrazin-3(2H)-one (250.4 g, 0.547 mol), Pearlman's catalyst (25 g) and 10% Pd/C (25 g, 50% wet) in EtOH (5 L) was stirred at 50° C. under 5 bar of H2 for 3.5 h. The reaction mixture was filtered through celite and the filtrate was evaporated to give 4-[(1S)-2-{[(1,1-dimethylethyl)(dimethyl)silyl]oxy}-1-(hydroxymethyl)ethyl]-6-(methyloxy)-1,4-dihydropyrido[2,3... Reactants: FC=1C=C(C=CC1)[C@]1([C@@H](C1)CO)CO (((1S,2R)-1-(3-fluorophenyl)cyclopropane-1,2-diyl)dimethanol), acrylic resin, C(C)(=O)OC=C (Vinyl acetate), mono-acetate, CC(=O)CC(=O)O (diacetate). The solvent is CCOC(=O)C.CCCCCCC (EtOAc Heptane), 2-methyl-THF. Run at temperature 22.5 celsius. Product: C(C)(=O)OC[C@H]1[C@](C1)(CO)C1=CC(=CC=C1)F (((1R,2S)-2-(3-fluorophenyl)-2-(hydroxymethyl)cyclopropyl)methyl acetate). The yield is 100.6%. Reaction SMILES: [F:1][C:2]1[CH:3]=[C:4]([C@:8]2([CH2:13][OH:14])[CH2:10][C@H:9]2[CH2:11][OH:12])[CH:5]=[CH:6][CH:7]=1.[C:15](OC=C)(=[O:17])[CH3:16].CC(CC(O)=O)=O>CCOC(C)=O.CCCCCCC>[C:15]([O:12][CH2:11][C@@H:9]1[CH2:10][C@:8]1([C:4]1[CH:5]=[CH:6][CH:7]=[C:2]([F:1])[CH:3]=1)[CH2:13][OH:14])(=[O:17])[CH3:16] |f:3.4|. Procedure details: ((1S,2R)-1-(3-fluorophenyl)cyclopropane-1,2-diyl)dimethanol (5, 7.89 g, 0.040 mol, 1.0 equiv.) was dissolved in 2-methyl-THF (23.68 mL), under nitrogen. Lipase acrylic resin (Candida Antarctica Lipase B, Sigma-Aldrich, Saint Louis, Mo.) (417.5 mg, 5.0 wt %) was added. Vinyl acetate (5.56 mL, 0.060 mol, 1.5 equiv.) was added, and the reaction mixture was stirred at 20-25° C. while monitoring the ratio of mono-acetate and diacetate (8-9 h) by HPLC and TLC (EtOAc/Heptane=1/1). Upon reaction complet... The reactants are C(#C)C=1N=C(N(C1)COCC[Si](C)(C)C)C (4-Ethynyl-2-methyl-1-(2-trimethylsilanyl-ethoxymethyl)-1H-imidazole), 5-ethynyl-2-methyl-1-(2-trimethylsilanyl-ethoxymethyl)-1H-imidazole(1-Diazo-2-oxo-propyl)-phosphonic acid dimethyl ester, C([O-])([O-])=O.[K+].[K+] (Potassium carbonate), CC=1N(C=C(N1)C=O)COCC[Si](C)(C)C (2-methyl-1-(2-trimethylsilanyl-ethoxymethyl)-1H-imidazole-4-carbaldehyde), CC1=NC=C(N1COCC[Si](C)(C)C)C=O (2-methyl-3-(2-trimethylsilanyl-ethoxymethyl)-3H-imidazole-4-carbaldehyde). Run in CO (methanol), CO (methanol). Conditions: time 8 hour. Yields the product CC1=NC=CC(=C1)C#CC=1N=C(NC1)C (2-Methyl-4-(2-methyl-1H-imidazol-4-ylethynyl)-pyridine). As a reaction SMILES: [C:1]([C:3]1[N:4]=[C:5]([CH3:16])[N:6](COCC[Si](C)(C)C)[CH:7]=1)#[CH:2].C(=O)([O-])[O-].[K+].[K+].[CH3:23][C:24]1[N:25](COCC[Si](C)(C)C)[CH:26]=[C:27]([CH:29]=O)N=1.[CH3:39]C1N(COCC[Si](C)(C)C)C(C=O)=CN=1>CO>[CH3:39][C:24]1[CH:23]=[C:29]([C:2]#[C:1][C:3]2[N:4]=[C:5]([CH3:16])[NH:6][CH:7]=2)[CH:27]=[CH:26][N:25]=1 |f:1.2.3|. Procedure: 4-Ethynyl-2-methyl-1-(2-trimethylsilanyl-ethoxymethyl)-1H-imidazole and 5-ethynyl-2-methyl-1-(2-trimethylsilanyl-ethoxymethyl)-1H-imidazole(1-Diazo-2-oxo-propyl)-phosphonic acid dimethyl ester (10.4 g, 54 mmol) was dissolved in 150 mL methanol. Potassium carbonate (12.6 g, 90 mmol) was added. A solution of crude 2-methyl-1-(2-trimethylsilanyl-ethoxymethyl)-1H-imidazole-4-carbaldehyde and 2-methyl-3-(2-trimethylsilanyl-ethoxymethyl)-3H-imidazole-4-carbaldehyde (45 mmol) in 150 mmol methanol was a... Starting materials: CC(C)(C)c1ccc(C(=O)Cl)cc1, CN(C)c1ccncc1, ClCCl, COC(=O)c1ccccc1N, c1ccncc1. Yields the product COC(=O)c1ccccc1NC(=O)c1ccc(C(C)(C)C)cc1. As a reaction SMILES: [C:18]([CH3:19])([CH3:20])([CH3:21])[c:22]1[cH:23][cH:24][c:25]([C:26](=[O:27])[Cl:28])[cH:29][cH:30]1.[CH3:34][N:35]([CH3:36])[c:37]1[cH:38][cH:39][n:40][cH:41][cH:42]1.[Cl:31][CH2:32][Cl:33].[NH2:1][c:2]1[c:3]([C:4](=[O:5])[O:6][CH3:7])[cH:8][cH:9][cH:10][cH:11]1.[cH:12]1[cH:13][cH:14][n:15][cH:16][cH:17]1>>[NH:1]([c:2]1[c:3]([C:4](=[O:5])[O:6][CH3:7])[cH:8][cH:9][cH:10][cH:11]1)[C:26]([c:25]1[cH:24][cH:23][c:22]([C:18]([CH3:19])([CH3:20])[CH3:21])[cH:30][cH:29]1)=[O:27]. Starting materials: [Li+].CC(C)[N-]C(C)C (LDA), BrC=1C(=NC=CC1)C (3-bromo-2-methylpyridine), C(CC(C)C)N1C(C(C2=CC(=CC=C12)C)=O)=O (1-isopentyl-5-methylindoline-2,3-dione). Run at temperature -78 celsius. Product: BrC=1C(=NC=CC1)CC1(C(N(C2=CC=C(C=C12)C)CCC(C)C)=O)O (3-((3-bromopyridin-2-yl)methyl)-3-hydroxy-1-isopentyl-5-methylindolin-2-one). Yield: 8.0%. Reaction SMILES: [Li+].CC([N-]C(C)C)C.[Br:9][C:10]1[C:11]([CH3:16])=[N:12][CH:13]=[CH:14][CH:15]=1.[CH2:17]([N:22]1[C:30]2[C:25](=[CH:26][C:27]([CH3:31])=[CH:28][CH:29]=2)[C:24](=[O:32])[C:23]1=[O:33])[CH2:18][CH:19]([CH3:21])[CH3:20]>>[Br:9][C:10]1[C:11]([CH2:16][C:24]2([OH:32])[C:25]3[C:30](=[CH:29][CH:28]=[C:27]([CH3:31])[CH:26]=3)[N:22]([CH2:17][CH2:18][CH:19]([CH3:20])[CH3:21])[C:23]2=[O:33])=[N:12][CH:13]=[CH:14][CH:15]=1 |f:0.1|. Procedure details: To a flame dried flask cooled under argon was added freshly prepared LDA (0.82 mL, 0.48 mmol, 0.38M in anhydrous THF). While stirring at −78° C., 3-bromo-2-methylpyridine (50 μL, 0.48 mmol, purchased from Aldrich) was added. The solution stirred at this temperature for two hours at which point a 1-isopentyl-5-methylindoline-2,3-dione (0.045 grams, 0.19 mmol, 0.4 M in THF) was added. The solution was then warmed to room temperature slowly. Once all of the starting material had been consumed, the ...